The task is: describe an organic reaction: reactants, conditions, products, and yield. This data is from the Open Reaction Database (ORD), a public repository of structured organic reaction records. Reactants: O=[N+]([O-])c1ccc(OCc2cccc(F)c2)cc1F, Nc1ccc(OCc2cccc(F)c2)c(F)c1. Yields the product Nc1ccc(OCc2cccc(F)c2)cc1F. As a reaction SMILES: [F:18][c:19]1[c:20]([N+:34]([O-:35])=[O:36])[cH:21][cH:22][c:23]([O:25][CH2:26][c:27]2[cH:28][c:29]([F:33])[cH:30][cH:31][cH:32]2)[cH:24]1.[F:1][c:2]1[cH:3][c:4]([NH2:5])[cH:6][cH:7][c:8]1[O:9][CH2:10][c:11]1[cH:12][cH:13][cH:14][c:15]([F:16])[cH:17]1>>[F:18][c:19]1[c:20]([NH2:34])[cH:21][cH:22][c:23]([O:25][CH2:26][c:27]2[cH:28][c:29]([F:33])[cH:30][cH:31][cH:32]2)[cH:24]1.